Dataset: the Open Reaction Database (ORD), a public repository of structured organic reaction records. Task: describe an organic reaction: reactants, conditions, products, and yield The reactants are C(C)(C)(C)OC(=O)N1[C@H]([C@H](OC(C1)=O)C1=CC=CC=C1)C1=CC=CC=C1 (tert-butyl- (2R, 3S)-(-)-6-oxo-2,3-diphenyl-4-morpholinecarboxylate), crude product, C1(CCC1)C=1C=C(CBr)C=CC1 (3-cyclobutylbenzyl bromide), C[Si](C)(C)[N-][Si](C)(C)C.[Na+] (sodium bis(trimethylsilyl)amide). Run in C1CCOC1 (THF), C1CCOC1 (THF). The product is O=C1O[C@@H]([C@@H](N([C@H]1CC1=CC(=CC=C1)C1CCC1)C(=O)OC(C)(C)C)C1=CC=CC=C1)C1=CC=CC=C1 (tert-butyl (2R, 3S, 5S)-6-oxo-2,3-diphenyl-5-(3-cyclobutylbenzyl)-4-morpholinecarboxylate). Yield: 54.1%. Reaction SMILES: [C:1]([O:5][C:6]([N:8]1[CH2:13][C:12](=[O:14])[O:11][C@H:10]([C:15]2[CH:20]=[CH:19][CH:18]=[CH:17][CH:16]=2)[C@@H:9]1[C:21]1[CH:26]=[CH:25][CH:24]=[CH:23][CH:22]=1)=[O:7])([CH3:4])([CH3:3])[CH3:2].[CH:27]1([C:31]2[CH:32]=[C:33]([CH:36]=[CH:37][CH:38]=2)[CH2:34]Br)[CH2:30][CH2:29][CH2:28]1.C[Si]([N-][Si](C)(C)C)(C)C.[Na+]>C1COCC1>[O:14]=[C:12]1[C@H:13]([CH2:34][C:33]2[CH:36]=[CH:37][CH:38]=[C:31]([CH:27]3[CH2:28][CH2:29][CH2:30]3)[CH:32]=2)[N:8]([C:6]([O:5][C:1]([CH3:4])([CH3:2])[CH3:3])=[O:7])[C@@H:9]([C:21]2[CH:26]=[CH:25][CH:24]=[CH:23][CH:22]=2)[C@@H:10]([C:15]2[CH:16]=[CH:17][CH:18]=[CH:19][CH:20]=2)[O:11]1 |f:2.3|. Procedure details: According to example 81, 2.50 g of tert-butyl- (2R, 3S)-(-)-6-oxo-2,3-diphenyl-4-morpholinecarboxylate (Aldrich) was alkylated with 1.59 g of 3-cyclobutylbenzyl bromide in 80 mL of anhydrous THF using 7.41 mL of 1M sodium bis(trimethylsilyl)amide in THF (Aldrich). The crude product was subjected to flash chromatography on 120 g of silica gel (8:2 hexane:EtOAc) and then recrystallization from EtOH-water to afford 1.90 g (54%) of tert-butyl (2R, 3S, 5S)-6-oxo-2,3-diphenyl-5-(3-cyclobutylbenzyl)-4-...